This data is from the Open Reaction Database (ORD), a public repository of structured organic reaction records. The task is: describe an organic reaction: reactants, conditions, products, and yield Starting materials: [Br-], [Br-], C[N+](C)(CC[N+](C)(C)Cc1ccccc1)Cc1ccccc1, C=C(Br)CCC(=O)OCC, ClCCl, BrC(Br)Br, [K+], [OH-]. Yields the product CCOC(=O)CCC1(Br)CC1(Br)Br. As a reaction SMILES: [Br-:15].[Br-:16].[CH2:17]([N+:18]([CH3:19])([CH3:20])[CH2:21][CH2:22][N+:23]([CH2:24][c:25]1[cH:26][cH:27][cH:28][cH:29][cH:30]1)([CH3:31])[CH3:32])[c:33]1[cH:34][cH:35][cH:36][cH:37][cH:38]1.[CH2:1]([CH3:2])[O:3][C:4]([CH2:5][CH2:6][C:7](=[CH2:8])[Br:9])=[O:10].[CH2:41]([Cl:42])[Cl:43].[CH:11]([Br:12])([Br:13])[Br:14].[K+:40].[OH-:39]>>[CH2:1]([CH3:2])[O:3][C:4]([CH2:5][CH2:6][C:7]1([Br:9])[CH2:8][C:11]1([Br:12])[Br:14])=[O:10]. Starting materials: [Li+], CCCCOc1nc(N)c2[nH]c(=O)n(CCCCN(CCCN3CCOCC3)Cc3cccc(CC(=O)OC)c3)c2n1, C1CCOC1, [OH-], O. Product: CCCCOc1nc(N)c2[nH]c(=O)n(CCCCN(CCCN3CCOCC3)Cc3cccc(CC(=O)O)c3)c2n1. Reaction SMILES: [Li+:43].[NH2:1][c:2]1[c:3]2[nH:4][c:5](=[O:42])[n:6]([CH2:16][CH2:17][CH2:18][CH2:19][N:20]([CH2:21][CH2:22][CH2:23][N:24]3[CH2:25][CH2:26][O:27][CH2:28][CH2:29]3)[CH2:30][c:31]3[cH:32][c:33]([CH2:37][C:38](=[O:39])[O:40][CH3:41])[cH:34][cH:35][cH:36]3)[c:7]2[n:8][c:9]([O:11][CH2:12][CH2:13][CH2:14][CH3:15])[n:10]1.[O:45]1[CH2:46][CH2:47][CH2:48][CH2:49]1.[OH-:44].[OH2:50]>>[NH2:1][c:2]1[c:3]2[nH:4][c:5](=[O:42])[n:6]([CH2:16][CH2:17][CH2:18][CH2:19][N:20]([CH2:21][CH2:22][CH2:23][N:24]3[CH2:25][CH2:26][O:27][CH2:28][CH2:29]3)[CH2:30][c:31]3[cH:32][c:33]([CH2:37][C:38](=[O:39])[OH:40])[cH:34][cH:35][cH:36]3)[c:7]2[n:8][c:9]([O:11][CH2:12][CH2:13][CH2:14][CH3:15])[n:10]1. Reactants: Cc1nc(-n2cccc(OCc3ccccc3)c2=O)sc1C(=O)NCc1ccccc1, CO, [H][H]. Yields the product Cc1nc(-n2cccc(O)c2=O)sc1C(=O)NCc1ccccc1. As a reaction SMILES: [CH2:1]([c:2]1[cH:3][cH:4][cH:5][cH:6][cH:7]1)[NH:8][C:9](=[O:10])[c:11]1[c:12]([CH3:31])[n:13][c:14](-[n:16]2[c:17](=[O:30])[c:18]([O:22][CH2:23][c:24]3[cH:25][cH:26][cH:27][cH:28][cH:29]3)[cH:19][cH:20][cH:21]2)[s:15]1.[CH3:34][OH:35].[H:32][H:33]>>[CH2:1]([c:2]1[cH:3][cH:4][cH:5][cH:6][cH:7]1)[NH:8][C:9](=[O:10])[c:11]1[c:12]([CH3:31])[n:13][c:14](-[n:16]2[c:17](=[O:30])[c:18]([OH:22])[cH:19][cH:20][cH:21]2)[s:15]1.